Task: describe an organic reaction: reactants, conditions, products, and yield. Dataset: the Open Reaction Database (ORD), a public repository of structured organic reaction records The reactants are BrN1C(CCC1=O)=O (N-bromosuccinimide), CC1=CC=CC2=NC3=CC=CC=C3N=C12 (1-methyl phenazine), C(#N)CC1=CC=CC2=NC3=CC=CC=C3N=C12 (1-cyanomethyl phenazine), [Br-] (bromide), [C-]#N.[K+] (KCN), C(C1=CC=CC=C1)(=O)OOC(C1=CC=CC=C1)=O (benzoyl peroxide), C(#N)CC1=CC=CC2=NC3=CC=CC=C3N=C12 (1-cyanomethyl phenazine). The solvent is CN(C)C=O (DMF), C(Cl)(Cl)(Cl)Cl (Carbon tetrachloride). Product: C(=O)(O)CC1=CC=CC2=NC3=CC=CC=C3N=C12 (1-carboxymethyl phenazine). Reaction SMILES: [CH3:1][C:2]1[C:15]2[C:6](=[N:7][C:8]3[C:13]([N:14]=2)=[CH:12][CH:11]=[CH:10][CH:9]=3)[CH:5]=[CH:4][CH:3]=1.BrN1C(=O)CCC1=O.[C:24]([O:32]OC(=O)C1C=CC=CC=1)(=[O:31])C1C=CC=CC=1.[Br-].[C-]#N.[K+].C(CC1C2C(=NC3C(N=2)=CC=CC=3)C=CC=1)#N>CN(C=O)C.C(Cl)(Cl)(Cl)Cl>[C:24]([CH2:1][C:2]1[C:15]2[C:6](=[N:7][C:8]3[C:13]([N:14]=2)=[CH:12][CH:11]=[CH:10][CH:9]=3)[CH:5]=[CH:4][CH:3]=1)([OH:32])=[O:31] |f:4.5|. Procedure details: Scheme 9 provides a synthetic route to the 1-carboxymethyl-5-N-ethyl phenazine derivative (42). The bromo derivative (37) is formed by reacting 1-methyl phenazine (36) (available from Apin Chemicals, UK) with N-bromosuccinimide in the presence of benzoyl peroxide and a solvent. Carbon tetrachloride is a particularly suitable solvent for the bromination reaction. Reaction of the bromide (37) with KCN in a suitable solvent, such as, for example, DMF, gives the 1-cyanomethyl phenazine derivative (3... Starting materials: [OH-].[Na+] (sodium hydroxide), C1(CCCCC1)COC=1C=2N(C=CC1)C(=C(N2)C)C(=O)OCC (Ethyl 8-(cyclohexylmethoxy)-2-methylimidazo[1,2-a]pyridine-3-carboxylate), Cl (hydrochloric acid). Run in O1CCOCC1 (dioxane). Conditions: time 16 hour. Yields the product C1(CCCCC1)COC=1C=2N(C=CC1)C(=C(N2)C)C(=O)O (8-(Cyclohexylmethoxy)-2-methylimidazo[1,2-a]pyridine-3-carboxylic acid). RXN SMILES: [CH:1]1([CH2:7][O:8][C:9]2[C:10]3[N:11]([C:15]([C:19]([O:21]CC)=[O:20])=[C:16]([CH3:18])[N:17]=3)[CH:12]=[CH:13][CH:14]=2)[CH2:6][CH2:5][CH2:4][CH2:3][CH2:2]1.[OH-].[Na+].Cl>O1CCOCC1>[CH:1]1([CH2:7][O:8][C:9]2[C:10]3[N:11]([C:15]([C:19]([OH:21])=[O:20])=[C:16]([CH3:18])[N:17]=3)[CH:12]=[CH:13][CH:14]=2)[CH2:2][CH2:3][CH2:4][CH2:5][CH2:6]1 |f:1.2|. Procedure: 50 g of ethyl 8-(cyclohexylmethoxy)-2-methylimidazo[1,2-a]pyridine-3-carboxylate (Example 8A; 158 mmol, 1 equivalent) were dissolved in 600 ml of dioxane, 790 ml of 2 N aqueous sodium hydroxide solution (1.58 mol, 10 equivalents) were added and the mixture was stirred at RT for 16 h. 316 ml of 6 N hydrochloric acid were added, and the mixture was concentrated to about ⅕ of the total volume. The resulting solid was filtered off, washed with water and tert-butyl methyl ether and dried under reduce... Reactants: C(C)(=O)O[C@H]1[C@@H](O[C@@H]([C@H]([C@@H]1OC(C)=O)O[C@@H]1[C@H](OC(C)=O)[C@@H](OC(C)=O)[C@H](OC(C)=O)[C@H](O1)COC(C)=O)COC(C)=O)OC1=CC=C(C=C1)NS(=O)(=O)C1=CC(=CC(=C1)S(=O)(=O)NC1=CC=C(C=C1)O[C@H]1[C@H](OC(C)=O)[C@@H](OC(C)=O)[C@H](O[C@@H]2[C@H](OC(C)=O)[C@@H](OC(C)=O)[C@H](OC(C)=O)[C@H](O2)COC(C)=O)[C@H](O1)COC(C)=O)S(=O)(=O)NC1=CC=C(C=C1)O[C@H]1[C@H](OC(C)=O)[C@@H](OC(C)=O)[C@H](O[C@@H]2[C@H](OC(C)=O)[C@@H](OC(C)=O)[C@H](OC(C)=O)[C@H](O2)COC(C)=O)[C@H](O1)COC(C)=O (N,N',N"-tris[4-[[2,3,6-tri-O-acetyl-4-O-(2,3,4,6-tetra-O-acetyl-α-D-glucopyranosyl)-β-D-glucopyranosyl]oxy]phenyl]-1,3,5-benzenetrisulfonamide). Solvent: CO (methanol). Reaction conditions: temperature 110 celsius, time 1 hour. The product is [C@H]1([C@H](O)[C@@H](O)[C@H](O)[C@H](O1)CO)O[C@H]1[C@@H]([C@H]([C@@H](O[C@@H]1CO)OC1=CC=C(C=C1)NS(=O)(=O)C1=CC(=CC(=C1)S(=O)(=O)NC1=CC=C(C=C1)O[C@H]1[C@H](O)[C@@H](O)[C@H](O[C@@H]2[C@H](O)[C@@H](O)[C@H](O)[C@H](O2)CO)[C@H](O1)CO)S(=O)(=O)NC1=CC=C(C=C1)O[C@H]1[C@H](O)[C@@H](O)[C@H](O[C@@H]2[C@H](O)[C@@H](O)[C@H](O)[C@H](O2)CO)[C@H](O1)CO)O)O (N,N',N"-Tris[4-[(4-O-α-D-glucopyranosyl-β -D-glucopyranosyl)oxy]phenyl]-1,3,5-benzenetrisulfonamide). Isolated yield 54.7%. Reaction SMILES: C([O:4][C@@H:5]1[C@@H:10]([O:11]C(=O)C)[C@H:9]([O:15][C@H:16]2[O:33][C@H:32]([CH2:34][O:35]C(=O)C)[C@@H:27]([O:28]C(=O)C)[C@H:22]([O:23]C(=O)C)[C@H:17]2[O:18]C(=O)C)[C@@H:8]([CH2:39][O:40]C(=O)C)[O:7][C@H:6]1[O:44][C:45]1[CH:50]=[CH:49][C:48]([NH:51][S:52]([C:55]2[CH:60]=[C:59]([S:61]([NH:64][C:65]3[CH:70]=[CH:69][C:68]([O:71][C@@H:72]4[O:109][C@H:108]([CH2:110][O:111]C(=O)C)[C@@H:83]([O:84][C@H:85]5[O:102][C@H:101]([CH2:103][O:104]C(=O)C)[C@@H:96]([O:97]C(=O)C)[C@H:91]([O:92]C(=O)C)[C@H:86]5[O:87]C(=O)C)[C@H:78]([O:79]C(=O)C)[C@H:73]4[O:74]C(=O)C)=[CH:67][CH:66]=3)(=[O:63])=[O:62])[CH:58]=[C:57]([S:115]([NH:118][C:119]3[CH:124]=[CH:123][C:122]([O:125][C@@H:126]4[O:163][C@H:162]([CH2:164][O:165]C(=O)C)[C@@H:137]([O:138][C@H:139]5[O:156][C@H:155]([CH2:157][O:158]C(=O)C)[C@@H:150]([O:151]C(=O)C)[C@H:145]([O:146]C(=O)C)[C@H:140]5[O:141]C(=O)C)[C@H:132]([O:133]C(=O)C)[C@H:127]4[O:128]C(=O)C)=[CH:121][CH:120]=3)(=[O:117])=[O:116])[CH:56]=2)(=[O:54])=[O:53])=[CH:47][CH:46]=1)(=O)C>CO>[C@H:16]1([O:15][C@@H:9]2[C@@H:8]([CH2:39][OH:40])[O:7][C@@H:6]([O:44][C:45]3[CH:50]=[CH:49][C:48]([NH:51][S:52]([C:55]4[CH:56]=[C:57]([S:115]([NH:118][C:119]5[CH:120]=[CH:121][C:122]([O:125][C@@H:126]6[O:163][C@H:162]([CH2:164][OH:165])[C@@H:137]([O:138][C@H:139]7[O:156][C@H:155]([CH2:157][OH:158])[C@@H:150]([OH:151])[C@H:145]([OH:146])[C@H:140]7[OH:141])[C@H:132]([OH:133])[C@H:127]6[OH:128])=[CH:123][CH:124]=5)(=[O:117])=[O:116])[CH:58]=[C:59]([S:61]([NH:64][C:65]5[CH:66]=[CH:67][C:68]([O:71][C@@H:72]6[O:109][C@H:108]([CH2:110][OH:111])[C@@H:83]([O:84][C@H:85]7[O:102][C@H:101]([CH2:103][OH:104])[C@@H:96]([OH:97])[C@H:91]([OH:92])[C@H:86]7[OH:87])[C@H:78]([OH:79])[C@H:73]6[OH:74])=[CH:69][CH:70]=5)(=[O:63])=[O:62])[CH:60]=4)(=[O:53])=[O:54])=[CH:47][CH:46]=3)[C@H:5]([OH:4])[C@H:10]2[OH:11])[O:33][C@H:32]([CH2:34][OH:35])[C@@H:27]([OH:28])[C@H:22]([OH:23])[C@H:17]1[OH:18]. Reported procedure: A suspension of 800 mg of N,N',N"-tris[4-[[2,3,6-tri-O-acetyl-4-O-(2,3,4,6-tetra-O-acetyl-α-D-glucopyranosyl)-β-D-glucopyranosyl]oxy]phenyl]-1,3,5-benzenetrisulfonamide in 15 ml of methanol was cooled in an ice-water bath, then ammonia was bubbled in, with stirring for one hour. The cooling bath was removed and stirring was continued for 4 days. The solvents were evaporated and the residue was heated in vacuo at 110° C. for 2 hours. This residue was crystallized from a mixture of methanol and et... Starting materials: CO, Nc1ccc(-n2ccc(OCc3ccccc3)cc2=O)cc1F. Reaction SMILES: [CH3:24][OH:25].[NH2:1][c:2]1[c:3]([F:23])[cH:4][c:5](-[n:8]2[c:9](=[O:22])[cH:10][c:11]([O:14][CH2:15][c:16]3[cH:17][cH:18][cH:19][cH:20][cH:21]3)[cH:12][cH:13]2)[cH:6][cH:7]1>>[NH2:1][c:2]1[c:3]([F:23])[cH:4][c:5](-[n:8]2[c:9](=[O:22])[cH:10][c:11]([OH:14])[cH:12][cH:13]2)[cH:6][cH:7]1. The product is Nc1ccc(-n2ccc(O)cc2=O)cc1F. Reactants: C1CCOC1, O=c1[nH]nc2c(-c3ccc(Cl)cc3)c(-c3ccc(Cl)cc3)nc(Cl)n12, [NH4+], [OH-]. Yields the product Nc1nc(-c2ccc(Cl)cc2)c(-c2ccc(Cl)cc2)c2n[nH]c(=O)n12. Reaction SMILES: [CH2:28]1[O:29][CH2:30][CH2:31][CH2:32]1.[Cl:1][c:2]1[n:3][c:4](-[c:19]2[cH:20][cH:21][c:22]([Cl:25])[cH:23][cH:24]2)[c:5](-[c:12]2[cH:13][cH:14][c:15]([Cl:18])[cH:16][cH:17]2)[c:6]2[n:7]1[c:8](=[O:11])[nH:9][n:10]2.[NH4+:26].[OH-:27]>>[c:2]1([NH2:26])[n:3][c:4](-[c:19]2[cH:20][cH:21][c:22]([Cl:25])[cH:23][cH:24]2)[c:5](-[c:12]2[cH:13][cH:14][c:15]([Cl:18])[cH:16][cH:17]2)[c:6]2[n:7]1[c:8](=[O:11])[nH:9][n:10]2. The reactants are CCC1Oc2ccccc2NC(=O)C1NC(=O)OC(C)(C)C, C1CCOC1, O=P(O)(O)O. The product is CCC1Oc2ccccc2NC(=O)C1N. RXN SMILES: [C:1]([O:2][C:3](=[O:4])[NH:7][CH:8]1[CH:9]([CH2:20][CH3:21])[O:10][c:11]2[c:12]([cH:16][cH:17][cH:18][cH:19]2)[NH:13][C:14]1=[O:15])([CH3:5])([CH3:6])[CH3:22].[O:28]1[CH2:29][CH2:30][CH2:31][CH2:32]1.[P:23](=[O:24])([OH:25])([OH:26])[OH:27]>>[NH2:7][CH:8]1[CH:9]([CH2:20][CH3:21])[O:10][c:11]2[c:12]([cH:16][cH:17][cH:18][cH:19]2)[NH:13][C:14]1=[O:15]. Starting materials: ClC1=NC=CC=2C1=CN(N2)C2=C(C=CC=C2Cl)Cl (4-chloro-2-(2,6-dichlorophenyl)-2H-pyrazolo[4,3-c]pyridine), C1(CC1)C1=CC(=NC=N1)N (6-cyclopropylpyrimidin-4-ylamine), CC1(C2=C(C(=CC=C2)P(C3=CC=CC=C3)C4=CC=CC=C4)OC5=C(C=CC=C51)P(C6=CC=CC=C6)C7=CC=CC=C7)C (Xantphos), C([O-])([O-])=O.[Cs+].[Cs+] (cesium carbonate). Reagents/catalysts: C=1C=CC(=CC1)/C=C/C(=O)/C=C/C2=CC=CC=C2.C=1C=CC(=CC1)/C=C/C(=O)/C=C/C2=CC=CC=C2.C=1C=CC(=CC1)/C=C/C(=O)/C=C/C2=CC=CC=C2.[Pd].[Pd] (Pd2(dba)3). The solvent is O1CCOCC1 (dioxane). Conditions: temperature 120 celsius. The product is C1(CC1)C1=CC(=NC=N1)NC1=NC=CC=2C1=CN(N2)C2=C(C=CC=C2Cl)Cl ((6-Cyclopropylpyrimidin-4-yl)-[2-(2,6-dichlorophenyl)-2H-pyrazolo[4,3-c]pyridin4-yl]-amine). The yield is 43.2%. As a reaction SMILES: Cl[C:2]1[C:7]2=[CH:8][N:9]([C:11]3[C:16]([Cl:17])=[CH:15][CH:14]=[CH:13][C:12]=3[Cl:18])[N:10]=[C:6]2[CH:5]=[CH:4][N:3]=1.[CH:19]1([C:22]2[N:27]=[CH:26][N:25]=[C:24]([NH2:28])[CH:23]=2)[CH2:21][CH2:20]1.CC1(C)C2C(=C(P(C3C=CC=CC=3)C3C=CC=CC=3)C=CC=2)OC2C(P(C3C=CC=CC=3)C3C=CC=CC=3)=CC=CC1=2.C(=O)([O-])[O-].[Cs+].[Cs+]>O1CCOCC1.C1C=CC(/C=C/C(/C=C/C2C=CC=CC=2)=O)=CC=1.C1C=CC(/C=C/C(/C=C/C2C=CC=CC=2)=O)=CC=1.C1C=CC(/C=C/C(/C=C/C2C=CC=CC=2)=O)=CC=1.[Pd].[Pd]>[CH:19]1([C:22]2[N:27]=[CH:26][N:25]=[C:24]([NH:28][C:2]3[C:7]4=[CH:8][N:9]([C:11]5[C:16]([Cl:17])=[CH:15][CH:14]=[CH:13][C:12]=5[Cl:18])[N:10]=[C:6]4[CH:5]=[CH:4][N:3]=3)[CH:23]=2)[CH2:21][CH2:20]1 |f:3.4.5,7.8.9.10.11|. Reported procedure: A mixture of 4-chloro-2-(2,6-dichlorophenyl)-2H-pyrazolo[4,3-c]pyridine (52 mg, 0.175 mmol), 6-cyclopropylpyrimidin-4-ylamine (26 mg, 0.193 mmol), Pd2(dba)3 (8 mg, 0.0088 mmol), Xantphos (10.1 mg, 0.0175 mmol) and cesium carbonate (114 mg, 0.35 mmol) in dioxane (1.5 mL) was de-gassed and purged with nitrogen and the reaction mixture was heated at 120° C. in the microwave for 1 hour. The resultant mixture was filtered and washed with dioxane. The filtrate was concentrated under reduced pressure a... Starting materials: Cc1ccc(C(=O)O)c(Br)c1, O=C1CCC(=O)N1I, O=S(=O)(O)O. The product is Cc1cc(Br)c(C(=O)O)cc1I. Reaction SMILES: [Br:9][c:10]1[c:11]([C:12](=[O:13])[OH:14])[cH:15][cH:16][c:17]([CH3:19])[cH:18]1.[I:1][N:2]1[C:3](=[O:4])[CH2:5][CH2:6][C:7]1=[O:8].[S:20](=[O:21])(=[O:22])([OH:23])[OH:24]>>[I:1][c:16]1[cH:15][c:11]([C:12](=[O:13])[OH:14])[c:10]([Br:9])[cH:18][c:17]1[CH3:19].